This data is from the Open Reaction Database (ORD), a public repository of structured organic reaction records. The task is: describe an organic reaction: reactants, conditions, products, and yield The reactants are ClC(=O)OCC (Ethyl chloroformate), COC(CN)OC (aminoacetaldehyde dimethyl acetal), C1(=CC=CC=C1)C (toluene), [OH-].[Na+] (NaOH). Solvent: O (water). Run at temperature 10 celsius, time 2 hour. Yields the product COC(CNC(OCC)=O)OC (Ethyl N-(2,2-dimethoxyethyl)-carbamate). RXN SMILES: [CH3:1][O:2][CH:3]([O:6][CH3:7])[CH2:4][NH2:5].C1(C)C=CC=CC=1.[OH-].[Na+].Cl[C:18]([O:20][CH2:21][CH3:22])=[O:19]>O>[CH3:1][O:2][CH:3]([O:6][CH3:7])[CH2:4][NH:5][C:18](=[O:19])[O:20][CH2:21][CH3:22] |f:2.3|. Reported procedure: A two-liter, three-necked round bottom flask was fitted with a 125-mL addition funnel and a digital thermometer probe. To this flask was added 65 g (618 mmol) of aminoacetaldehyde dimethyl acetal, 310 mL of toluene, and a solution of 27.8 g (695 mmol) of NaOH in 155 mL of water. This reaction mixture was cooled to 10° C. via ice bath. Ethyl chloroformate (59.1 mL, 618 mmol) was then added dropwise to the reaction mixture via addition funnel over a 15-20 minute period making sure the reaction tem... The reactants are CO, COc1cc(F)c(F)cc1CC(=O)O, O, O=S(=O)(O)O. The product is COC(=O)Cc1cc(F)c(F)cc1OC. As a reaction SMILES: [CH3:20][OH:21].[F:1][c:2]1[cH:3][c:4]([CH2:11][C:12](=[O:13])[OH:14])[c:5]([O:9][CH3:10])[cH:6][c:7]1[F:8].[OH2:22].[S:15](=[O:16])(=[O:17])([OH:18])[OH:19]>>[F:1][c:2]1[cH:3][c:4]([CH2:11][C:12](=[O:13])[O:14][CH3:20])[c:5]([O:9][CH3:10])[cH:6][c:7]1[F:8]. Reactants: FC1=C(C(=O)O)C=CC(=C1)O (2-fluoro-4-hydroxybenzoic acid), C(C)(=O)O (acetic acid), S(O)(O)(=O)=O (sulfuric acid). Run in O (water), O (water). Reaction conditions: temperature 80 celsius. The product is C(C)(=O)OC1=CC(=C(C(=O)O)C=C1)F (4-acetoxy-2-fluorobenzoic acid). Reaction SMILES: [F:1][C:2]1[CH:10]=[C:9]([OH:11])[CH:8]=[CH:7][C:3]=1[C:4]([OH:6])=[O:5].[C:12](O)(=[O:14])[CH3:13].S(=O)(=O)(O)O>O>[C:12]([O:11][C:9]1[CH:8]=[CH:7][C:3]([C:4]([OH:6])=[O:5])=[C:2]([F:1])[CH:10]=1)(=[O:14])[CH3:13]. Procedure details: 4.3 Grams of 2-fluoro-4-hydroxybenzoic acid and 8.4 g of anhydrous acetic acid were placed in a two-necked flask, and mixed. 5 Drops of sulfuric acid were added to the mixture under cooling with water. After heat generation ended, the mixture was heated at 80° C. for 30 minutes. Thereafter, the reaction mixture was poured into cold water, and a precipitated crystal was recovered by filtration. The crystal was dried in vacuum, and used in the next step. Starting materials: ClC1=NC=C(C(=O)OC)C=C1 (methyl 6-chloronicotinate), FC(C1=CC=C(C=C1)O)(F)F (4-(trifluoromethyl)phenol), [H-].[Na+] (NaH). Run in CS(=O)C (DMSO), CS(=O)C (DMSO), CCOCC (Et2O). Run at temperature 70 celsius, time 30 minute. Yields the product COC(C1=CN=C(C=C1)OC1=CC=C(C=C1)C(F)(F)F)=O (6-(4-trifluoromethylphenoxy)-nicotinic acid methyl ester). Isolated yield 50.5%. As a reaction SMILES: [H-].[Na+].[F:3][C:4]([F:13])([F:12])[C:5]1[CH:10]=[CH:9][C:8]([OH:11])=[CH:7][CH:6]=1.Cl[C:15]1[CH:24]=[CH:23][C:18]([C:19]([O:21][CH3:22])=[O:20])=[CH:17][N:16]=1>CS(C)=O.CCOCC>[CH3:22][O:21][C:19](=[O:20])[C:18]1[CH:23]=[CH:24][C:15]([O:11][C:8]2[CH:7]=[CH:6][C:5]([C:4]([F:12])([F:13])[F:3])=[CH:10][CH:9]=2)=[N:16][CH:17]=1 |f:0.1|. Procedure details: To a suspension of NaH (60% dispersion in oil; 1.2 g, 30 mmol) in 30 mL of DMSO was added a solution of 4-(trifluoromethyl)phenol (1.86 g, 30 mmol) in 20 mL of DMSO and the mixture was stirred for 30 min. To this was added methyl 6-chloronicotinate (5.13 g, 30 mmol) and the solution was heated overnight at 70° C. The reaction was cooled to room temperature and then diluted with Et2O. The solution was washed with H2O, brine, dried with Na2SO4, suction filtered, and the solvent removed in vacuo. T...